From a dataset of the Open Reaction Database (ORD), a public repository of structured organic reaction records. describe an organic reaction: reactants, conditions, products, and yield Reactants: CCO, CC(OC1CCCCO1)C1(c2ccc(F)cc2F)CO1, Cc1ccc(S(=O)(=O)[O-])cc1, c1cc[nH+]cc1. Product: CC(O)C1(c2ccc(F)cc2F)CO1. Reaction SMILES: [CH3:38][CH2:39][OH:40].[F:1][c:2]1[c:3]([C:9]2([CH:12]([CH3:13])[O:14][CH:15]3[CH2:16][CH2:17][CH2:18][CH2:19][O:20]3)[O:10][CH2:11]2)[cH:4][cH:5][c:6]([F:8])[cH:7]1.[c:21]1([CH3:22])[cH:23][cH:24][c:25]([S:26]([O-:27])(=[O:28])=[O:29])[cH:30][cH:31]1.[nH+:32]1[cH:33][cH:34][cH:35][cH:36][cH:37]1>>[F:1][c:2]1[c:3]([C:9]2([CH:12]([CH3:13])[OH:14])[O:10][CH2:11]2)[cH:4][cH:5][c:6]([F:8])[cH:7]1. The reactants are CC(C)(C)OCl, ClCCl, O=c1cc(N2CCOCC2)oc2ccccc12. Product: O=c1c(Cl)c(N2CCOCC2)oc2ccccc12. RXN SMILES: [Cl:18][O:19][C:20]([CH3:21])([CH3:22])[CH3:23].[Cl:24][CH2:25][Cl:26].[O:1]1[CH2:2][CH2:3][N:4]([c:7]2[o:8][c:9]3[c:10]([c:11](=[O:13])[cH:12]2)[cH:14][cH:15][cH:16][cH:17]3)[CH2:5][CH2:6]1>>[O:1]1[CH2:2][CH2:3][N:4]([c:7]2[o:8][c:9]3[c:10]([c:11](=[O:13])[c:12]2[Cl:18])[cH:14][cH:15][cH:16][cH:17]3)[CH2:5][CH2:6]1. The reactants are ClC1=C(COC(NC=2C=NN(C2)CC=2OC(=CC2)C=O)=O)C=CC=C1 ([1-(5-formyl-furan-2-ylmethyl)-1H-pyrazol-4-yl]-carbamic acid 2-chloro-benzyl ester), C[Mg]Br (methylmagnesium bromide). RXN SMILES: [Cl:1][C:2]1[CH:25]=[CH:24][CH:23]=[CH:22][C:3]=1[CH2:4][O:5][C:6](=[O:21])[NH:7][C:8]1[CH:9]=[N:10][N:11]([CH2:13][C:14]2[O:15][C:16]([CH:19]=[O:20])=[CH:17][CH:18]=2)[CH:12]=1.[CH3:26][Mg]Br>>[Cl:1][C:2]1[CH:25]=[CH:24][CH:23]=[CH:22][C:3]=1[CH2:4][O:5][C:6](=[O:21])[NH:7][C:8]1[CH:9]=[N:10][N:11]([CH2:13][C:14]2[O:15][C:16]([C:19](=[O:20])[CH3:26])=[CH:17][CH:18]=2)[CH:12]=1. Yields the product ClC1=C(COC(NC=2C=NN(C2)CC=2OC(=CC2)C(C)=O)=O)C=CC=C1 ([1-(5-Acetyl-furan-2-ylmethyl)-1H-pyrazol-4-yl]-carbamic acid 2-chloro-benzyl ester). Procedure: Following general procedures G and H, starting from [1-(5-formyl-furan-2-ylmethyl)-1H-pyrazol-4-yl]-carbamic acid 2-chloro-benzyl ester and methylmagnesium bromide. The reactants are C(C1=CC=CC=C1)NC1CN(C1)S(=O)(=O)C1=CC=C(C=C1)OCCCC (benzyl-[1-(4-butoxy-benzenesulfonyl)-azetidin-3-yl]-amine), C1=CC=C(C=2C3=CC=CC=C3NC12)OC1[C@@H](O1)C ((2S)-3-(9H-carbazol-4-yloxy)-methyl oxirane). Solvent: CO (methanol). Yields the product C(C1=CC=CC=C1)N(CC(COC1=CC=CC=2NC3=CC=CC=C3C12)O)C1CN(C1)S(=O)(=O)C1=CC=C(C=C1)OCCCC (1-{Benzyl-[1-(4-butoxy-benzenesulfonyl)-azetidin-3-yl]-amino}-3-(9H-carbazol-4-yloxy)-propan-2-ol). The yield is 105.7%. RXN SMILES: [CH2:1]([NH:8][CH:9]1[CH2:12][N:11]([S:13]([C:16]2[CH:21]=[CH:20][C:19]([O:22][CH2:23][CH2:24][CH2:25][CH3:26])=[CH:18][CH:17]=2)(=[O:15])=[O:14])[CH2:10]1)[C:2]1[CH:7]=[CH:6][CH:5]=[CH:4][CH:3]=1.[CH:27]1[C:39]2[NH:38][C:37]3[C:32](=[CH:33][CH:34]=[CH:35][CH:36]=3)[C:31]=2[C:30]([O:40][CH:41]2[O:43][C@H:42]2[CH3:44])=[CH:29][CH:28]=1>CO>[CH2:1]([N:8]([CH:9]1[CH2:12][N:11]([S:13]([C:16]2[CH:17]=[CH:18][C:19]([O:22][CH2:23][CH2:24][CH2:25][CH3:26])=[CH:20][CH:21]=2)(=[O:15])=[O:14])[CH2:10]1)[CH2:44][CH:42]([OH:43])[CH2:41][O:40][C:30]1[C:31]2[C:32]3[C:37](=[CH:36][CH:35]=[CH:34][CH:33]=3)[NH:38][C:39]=2[CH:27]=[CH:28][CH:29]=1)[C:2]1[CH:7]=[CH:6][CH:5]=[CH:4][CH:3]=1. Procedure: To a solution of benzyl-[1-(4-butoxy-benzenesulfonyl)-azetidin-3-yl]-amine (0.14 g, 0.37 mmol) in methanol (2 ml) was added (2S)-3-(9H-carbazol-4-yloxy)-methyl oxirane (0.11 g, 0.45 mmol) and the mixture was stirred at reflux for 3 days. The methanol was then evaporated, and the residue was washed with a mixture of ether and hexanes to give 0.24 g of an off-white solid; m.p. 65-67° C.; MS (ES) m/z 614.2 (MH+); HRMS (ES) Calcd. for C35H40N3O5S (MH+): 614.2689, Found: 614.2706. Reactants: C(C)(C)N(C=1OC=2C(N1)=C(C=CC2)C(=O)[O-])C.[Li+] (lithium 2-(isopropyl(methyl)amino)benzoxazole-4-carboxylate), Cl.Cl.N[C@@H]1CN2CCC1CC2 ((S)-(−)-3-aminoquinuclidine dihydrochloride). Product: N12CCC(CC1)[C@@H](C2)NC(=O)C=2C=CC=C1C2N=C(O1)N(C)C(C)C ((S)—N-(quinuclidine-8-yl)-2-(isopropyl(methyl)amino)benzoxazole-4-carboxamide). As a reaction SMILES: [CH:1]([N:4]([CH3:17])[C:5]1[O:6][C:7]2[C:8](=[C:10]([C:14]([O-:16])=O)[CH:11]=[CH:12][CH:13]=2)[N:9]=1)([CH3:3])[CH3:2].[Li+].Cl.Cl.[NH2:21][C@H:22]1[CH:27]2[CH2:28][CH2:29][N:24]([CH2:25][CH2:26]2)[CH2:23]1>>[N:24]12[CH2:23][C@@H:22]([NH:21][C:14]([C:10]3[CH:11]=[CH:12][CH:13]=[C:7]4[O:6][C:5]([N:4]([CH:1]([CH3:2])[CH3:3])[CH3:17])=[N:9][C:8]=34)=[O:16])[CH:27]([CH2:28][CH2:29]1)[CH2:26][CH2:25]2 |f:0.1,2.3.4|. Procedure: Following general procedure GP-C1, a mixture of lithium 2-(isopropyl(methyl)amino)benzoxazole-4-carboxylate and (S)-(−)-3-aminoquinuclidine dihydrochloride were coupled to afford (S)—N-(quinuclidine-8-yl)-2-(isopropyl(methyl)amino)benzoxazole-4-carboxamide which was converted to the hydrochloride salt following general procedure GP-D1. 1H NMR and MS consistent.